From a dataset of the Open Reaction Database (ORD), a public repository of structured organic reaction records. describe an organic reaction: reactants, conditions, products, and yield Yields the product CSCC(CN1N=CN=C1)(O)C1=C(C=C(C=C1)Cl)Cl (3-Methylthio-2-(2,4-dichlorophenyl)-1-(1H-1,2,4-triazol-1-yl)propan-2-ol). Procedure: 3-Mercapto-2-(2,4-dichlorophenyl)-1-(1H-1,2,4-triazol-1-yl)propan-2-ol (230 mg) (prepared as in the previous Example), potassium carbonate (138 mg, 2.7 equivalents), and methyl iodide (200 mg, 1.9 equivalents) were stirred together in acetone (15 ml) at room temperature for two hours. The acetone was then evaporated under reduced pressure, and the residue triturated with water to give the crude title compound as a solid, 220 mg. This was crystallized from isopropanol to yield the pure title comp... As a reaction SMILES: [SH:1][CH2:2][C:3]([C:11]1[CH:16]=[CH:15][C:14]([Cl:17])=[CH:13][C:12]=1[Cl:18])([OH:10])[CH2:4][N:5]1[CH:9]=[N:8][CH:7]=[N:6]1.[C:19](=O)([O-])[O-].[K+].[K+].CI>CC(C)=O>[CH3:19][S:1][CH2:2][C:3]([C:11]1[CH:16]=[CH:15][C:14]([Cl:17])=[CH:13][C:12]=1[Cl:18])([OH:10])[CH2:4][N:5]1[CH:9]=[N:8][CH:7]=[N:6]1 |f:1.2.3|. Run in CC(=O)C (acetone). The reactants are SCC(CN1N=CN=C1)(O)C1=C(C=C(C=C1)Cl)Cl (3-Mercapto-2-(2,4-dichlorophenyl)-1-(1H-1,2,4-triazol-1-yl)propan-2-ol), C([O-])([O-])=O.[K+].[K+] (potassium carbonate), CI (methyl iodide).